Dataset: the Open Reaction Database (ORD), a public repository of structured organic reaction records. Task: describe an organic reaction: reactants, conditions, products, and yield Reactants: C(C1=CC=CC=C1)N1CCC(CC1)N(C1=NC=CC=C1C=C(C)C)CC (1-Benzyl-4-[N-ethyl-N-(3-(2-methyl-1-propenyl)-2-pyridinyl)amino]piperidine), C1=CN(C=N1)C(=O)N2C=CN=C2 (CDI), N1C(=CC=C1)C(=O)O (pyrrole-2-carboxylic acid). Reagents/catalysts: [OH-].[OH-].[Pd+2] (Pearlman's catalyst). Yields the product N1C(=CC=C1)C(=O)N1CCC(CC1)N(C1=NC=CC=C1CCC)CC (1-[Pyrrole-2-carbonyl]-4-[N-ethyl-N-(3-(propyl)-2-pyridinyl)amino]piperidine). RXN SMILES: C([N:8]1[CH2:13][CH2:12][CH:11]([N:14]([CH2:25][CH3:26])[C:15]2[C:20]([CH:21]=[C:22](C)[CH3:23])=[CH:19][CH:18]=[CH:17][N:16]=2)[CH2:10][CH2:9]1)C1C=CC=CC=1.C1N=CN(C(N2C=NC=C2)=O)C=1.[NH:39]1[CH:43]=[CH:42][CH:41]=[C:40]1[C:44]([OH:46])=O>[OH-].[OH-].[Pd+2]>[NH:39]1[CH:43]=[CH:42][CH:41]=[C:40]1[C:44]([N:8]1[CH2:13][CH2:12][CH:11]([N:14]([CH2:25][CH3:26])[C:15]2[C:20]([CH2:21][CH2:22][CH3:23])=[CH:19][CH:18]=[CH:17][N:16]=2)[CH2:10][CH2:9]1)=[O:46] |f:3.4.5|. Procedure details: Following the general procedure of EXAMPLE 20 and making non-critical variations but starting with 1-benzyl-4-[N-ethyl-N-(3-(1-propenyl)-2-pyridinyl)amino]piperidine (XXII, EXAMPLE 19, 0.40 g, 1.20 mmol), Pearlman's catalyst (0.1 g), CDI (0.39 g, 2.4 mmol), and pyrrole-2-carboxylic acid (0.27 g, 2.4 mmol), the title compound is obtained, mp 115°-116°.